This data is from the Open Reaction Database (ORD), a public repository of structured organic reaction records. The task is: describe an organic reaction: reactants, conditions, products, and yield Reactants: COC(CCCCCCCCCCOC=1C=C(C(=O)O)C=C(C1)OCCCCCCCCCCC(OC)=O)=O (3,5-bis[(11-methoxy-11-oxoundecyl)oxy]benzoic acid), N(CC(=O)OCC)CC(=O)OCC (diethyl iminodiacetate), acid chloride, S(=O)(Cl)Cl (thionyl chloride). The product is C(C)OC(CN(C(C1=CC(=CC(=C1)OCCCCCCCCCCC(OC)=O)OCCCCCCCCCCC(=O)OC)=O)CC(=O)OCC)=O (N-(2-ethoxy-2-oxoethyl)-N-[3,5-bis[(11-methoxy-11-oxoundecyl)oxy]-benzoyl]glycine ethyl ester). RXN SMILES: [CH3:1][O:2][C:3](=[O:39])[CH2:4][CH2:5][CH2:6][CH2:7][CH2:8][CH2:9][CH2:10][CH2:11][CH2:12][CH2:13][O:14][C:15]1[CH:16]=[C:17]([CH:21]=[C:22]([O:24][CH2:25][CH2:26][CH2:27][CH2:28][CH2:29][CH2:30][CH2:31][CH2:32][CH2:33][CH2:34][C:35](=[O:38])[O:36][CH3:37])[CH:23]=1)[C:18]([OH:20])=O.S(Cl)(Cl)=O.[NH:44]([CH2:51][C:52]([O:54][CH2:55][CH3:56])=[O:53])[CH2:45][C:46]([O:48][CH2:49][CH3:50])=[O:47]>>[CH2:49]([O:48][C:46](=[O:47])[CH2:45][N:44]([CH2:51][C:52]([O:54][CH2:55][CH3:56])=[O:53])[C:18](=[O:20])[C:17]1[CH:21]=[C:22]([O:24][CH2:25][CH2:26][CH2:27][CH2:28][CH2:29][CH2:30][CH2:31][CH2:32][CH2:33][CH2:34][C:35](=[O:38])[O:36][CH3:37])[CH:23]=[C:15]([O:14][CH2:13][CH2:12][CH2:11][CH2:10][CH2:9][CH2:8][CH2:7][CH2:6][CH2:5][CH2:4][C:3]([O:2][CH3:1])=[O:39])[CH:16]=1)[CH3:50]. Procedure: Conversion of 3,5-bis[(11-methoxy-11-oxoundecyl)oxy]benzoic acid to the acid chloride with thionyl chloride followed by treatment with diethyl iminodiacetate as in Example 21 gave N-(2-ethoxy-2-oxoethyl)-N-[3,5-bis[(11-methoxy-11-oxoundecyl)oxy]-benzoyl]glycine ethyl ester as an oil after chromatography on 125 g of silica gel using 20% ethyl acetate-hexane. Reactants: CO, O=[N+]([O-])c1ccc(Cl)nc1Cl, N. Yields the product Nc1nc(Cl)ccc1[N+](=O)[O-]. As a reaction SMILES: [CH3:13][OH:14].[Cl:1][c:2]1[n:3][c:4]([Cl:11])[cH:5][cH:6][c:7]1[N+:8](=[O:9])[O-:10].[NH3:12]>>[c:2]1([NH2:12])[n:3][c:4]([Cl:11])[cH:5][cH:6][c:7]1[N+:8](=[O:9])[O-:10]. Procedure: 2.7 g of the benzylidene derivative of 1-[(1-ethylhydrazino)iminomethyl]4-formylpiperazine dissolved in 11.6 ml of 2N HCl are treated by steam distillation. After evaporation of the water from the mixture obtained and drying of the residue 1-[(1-ethylhydrazino)iminomethyl]piperazine in the form of a dihydrochloride is obtained in the form of a white solid. Reactants: benzylidene, C(C)N(N)N=CN1CCN(CC1)C=O (1-[(1-ethylhydrazino)iminomethyl]4-formylpiperazine). Reaction SMILES: [CH2:1]([N:3]([N:5]=[CH:6][N:7]1[CH2:12][CH2:11][N:10](C=O)[CH2:9][CH2:8]1)[NH2:4])[CH3:2]>Cl>[CH2:1]([N:3]([N:5]=[CH:6][N:7]1[CH2:8][CH2:9][NH:10][CH2:11][CH2:12]1)[NH2:4])[CH3:2]. Yields the product C(C)N(N)N=CN1CCNCC1 (1-[(1-Ethylhydrazino)iminomethyl]piperazine). Solvent: Cl (HCl). Starting materials: C(C)(=O)OCCOC1=NC(=NC(=C1OC1=CC(=CC=C1)OC)NS(=O)(=O)C1=CC=C(C=C1)C(C)(C)C)C=O (2-[6-(4-tert.butyl-phenylsulphonylamino)-2-formyl-5-(3-methoxy-phenoxy)-pyrimidin-4-yloxy]-ethyl acetate), C1CCC2C(C1)OCCOCCOC3CCCCC3OCCOCCO2 (dicyclohexyl-18-crown-6), [Mn](=O)(=O)(=O)[O-].[K+] (potassium permanganate). Solvent: C1=CC=CC=C1 (benzene). The product is C(C)(=O)OCCOC1=NC(=NC(=C1OC1=CC(=CC=C1)OC)NS(=O)(=O)C1=CC=C(C=C1)C(C)(C)C)C(=O)O (4-(2-acetoxy-ethoxy)-6-(4-tert.butyl-phenylsulphonylamino)-5-(3-methoxy-phenoxy)-pyrimidine-2-carboxylic acid). Isolated yield 32.4%. RXN SMILES: [C:1]([O:4][CH2:5][CH2:6][O:7][C:8]1[C:13]([O:14][C:15]2[CH:20]=[CH:19][CH:18]=[C:17]([O:21][CH3:22])[CH:16]=2)=[C:12]([NH:23][S:24]([C:27]2[CH:32]=[CH:31][C:30]([C:33]([CH3:36])([CH3:35])[CH3:34])=[CH:29][CH:28]=2)(=[O:26])=[O:25])[N:11]=[C:10]([CH:37]=[O:38])[N:9]=1)(=[O:3])[CH3:2].C1CC2[O:45]CCOCCOC3C(OCCOCCOC2CC1)CCCC3.[Mn]([O-])(=O)(=O)=O.[K+]>C1C=CC=CC=1>[C:1]([O:4][CH2:5][CH2:6][O:7][C:8]1[C:13]([O:14][C:15]2[CH:20]=[CH:19][CH:18]=[C:17]([O:21][CH3:22])[CH:16]=2)=[C:12]([NH:23][S:24]([C:27]2[CH:28]=[CH:29][C:30]([C:33]([CH3:34])([CH3:36])[CH3:35])=[CH:31][CH:32]=2)(=[O:25])=[O:26])[N:11]=[C:10]([C:37]([OH:45])=[O:38])[N:9]=1)(=[O:3])[CH3:2] |f:2.3|. Reported procedure: 0.27 g of 2-[6-(4-tert.butyl-phenylsulphonylamino)-2-formyl-5-(3-methoxy-phenoxy)-pyrimidin-4-yloxy]-ethyl acetate and 0.19 g of dicyclohexyl-18-crown-6 in 15 ml of benzene were stirred with 0.078 g of potassium permanganate at 2000 for 16 hours. The reaction mixture was partitioned between toluene and water. The organic phase was dried and evaporated, and the residue was purified over silica gel with chloroform-methanol. 0.09 g of 4-(2-acetoxy-ethoxy)-6-(4-tert.butyl-phenylsulphonylamino)-5-(3-... The product is CS(=O)(=O)OCCC1(CCN(CCC1)C(=O)OC(C)(C)C)CCOS(=O)(=O)C (tert-Butyl 4,4-bis(2-(methylsulfonyloxy)ethyl)azepane-1-carboxylate). Reaction SMILES: [OH:1][CH2:2][CH2:3][C:4]1([CH2:18][CH2:19][OH:20])[CH2:10][CH2:9][CH2:8][N:7]([C:11]([O:13][C:14]([CH3:17])([CH3:16])[CH3:15])=[O:12])[CH2:6][CH2:5]1.[S:21](Cl)([CH3:24])(=[O:23])=[O:22]>C(Cl)Cl.O>[CH3:24][S:21]([O:1][CH2:2][CH2:3][C:4]1([CH2:18][CH2:19][O:20][S:21]([CH3:24])(=[O:23])=[O:22])[CH2:10][CH2:9][CH2:8][N:7]([C:11]([O:13][C:14]([CH3:16])([CH3:15])[CH3:17])=[O:12])[CH2:6][CH2:5]1)(=[O:23])=[O:22]. Starting materials: TEA, OCCC1(CCN(CCC1)C(=O)OC(C)(C)C)CCO (tert-butyl 4,4-bis(2-hydroxyethyl)azepane-1-carboxylate), S(=O)(=O)(C)Cl (mesylchloride). Procedure: TEA (1.1 ml, 8.36 mmol, 3.0 eq.) was added to a cooled solution of tert-butyl 4,4-bis(2-hydroxyethyl)azepane-1-carboxylate (800 mg, 2.78 mmol, 1.0 eq.) in methylene chloride (10 ml) at 0° C. and then mesylchloride (0.47 ml, 6.13 mmol, 2.2 eq.) was added to the reaction mixture and it was stirred at RT for 2 h. After completion (monitored by TLC), the reaction mixture was diluted with water (20 ml) and methylene chloride (100 ml). The organic part was separated and the water layer was extracted w... The solvent is O (water), C(Cl)Cl (methylene chloride), C(Cl)Cl (methylene chloride). Run at time 2 hour.